Dataset: the Open Reaction Database (ORD), a public repository of structured organic reaction records. Task: describe an organic reaction: reactants, conditions, products, and yield Starting materials: C(C1=CC=CC=C1)N(CC1=CC=CC=C1)[C@H]1COC2=C(C1)C(=CC=C2F)OC ((R)-3-(N,N-Dibenzylamino)-8-fluoro-5-methoxy-3,4-dihydro-2H-1-benzopyran), C(=O)[O-].[NH4+] (ammonium formate). Product: N[C@H]1COC2=C(C1)C(=CC=C2F)OC ((R)-3-Amino-8-fluoro-5-methoxy-3,4-dihydro-2H-1-benzopyran). Reaction SMILES: C([N:8]([C@@H:16]1[CH2:21][C:20]2[C:22]([O:27][CH3:28])=[CH:23][CH:24]=[C:25]([F:26])[C:19]=2[O:18][CH2:17]1)CC1C=CC=CC=1)C1C=CC=CC=1.C([O-])=O.[NH4+]>CO.C1COCC1.[Pd]>[NH2:8][C@@H:16]1[CH2:21][C:20]2[C:22]([O:27][CH3:28])=[CH:23][CH:24]=[C:25]([F:26])[C:19]=2[O:18][CH2:17]1 |f:1.2|. Procedure details: (R)-3-(N,N-Dibenzylamino)-8-fluoro-5-methoxy-3,4-dihydro-2H-1-benzopyran (13.0 g, 34.4 mmol) was dissolved in 265 mL methanol and 115 mL THF. To this was 10% Pd/C (4 g) and ammonium formate (51.5 g, 0.817 mol) added. The reaction was heated to 50° C. for 2.5 h. The reaction was filtered and the solvent was removed in vacuo, the remains were taken into a 2 M solution of NaOH and then extracted twice with ether. The combined ether portions were treated with brine, dried (Na2SO4), filtered, and the... Conditions: temperature 50 celsius. Reagents/catalysts: [Pd] (Pd/C). Isolated yield 91.4%. Run in CO (methanol), C1CCOC1 (THF). Starting materials: CCOC(=O)CCc1ccc(-c2cc(NCC(=O)OC(C)(C)C)ccn2)cc1, O=C([O-])O, ClCCl, [Na+], O=C(O)C(F)(F)F. The product is CCOC(=O)CCc1ccc(-c2cc(NC)ccn2)cc1. Reaction SMILES: [C:1]([O:2][C:3](=[O:4])[CH2:8][NH:9][c:10]1[cH:11][c:12](-[c:16]2[cH:17][cH:18][c:19]([CH2:22][CH2:23][C:24](=[O:25])[O:26][CH2:27][CH3:28])[cH:20][cH:21]2)[n:13][cH:14][cH:15]1)([CH3:5])([CH3:6])[CH3:7].[C:36](=[O:37])([O-:38])[OH:39].[Cl:41][CH2:42][Cl:43].[Na+:40].[OH:29][C:30]([C:31]([F:32])([F:33])[F:34])=[O:35]>>[CH3:8][NH:9][c:10]1[cH:11][c:12](-[c:16]2[cH:17][cH:18][c:19]([CH2:22][CH2:23][C:24](=[O:25])[O:26][CH2:27][CH3:28])[cH:20][cH:21]2)[n:13][cH:14][cH:15]1.